Task: describe an organic reaction: reactants, conditions, products, and yield. Dataset: the Open Reaction Database (ORD), a public repository of structured organic reaction records Starting materials: ClCC(=O)NC1=NC=C(N=C1Br)Br (2-chloro-N-(3,5-dibromopyrazin-2-yl)acetamide), [I-].[Na+] (sodium iodide). The solvent is CC(=O)C (acetone), C(C)(=O)OCC (ethyl acetate), C(C)(=O)OCC (ethyl acetate), hexanes, CC(=O)C (acetone). Run at time 16 hour. Product: BrC=1C(=NC=C(N1)Br)NC(CI)=O (N-(3,5-Dibromopyrazin-2-yl)-2-iodoacetamide). The yield is 78.3%. Reaction SMILES: Cl[CH2:2][C:3]([NH:5][C:6]1[C:11]([Br:12])=[N:10][C:9]([Br:13])=[CH:8][N:7]=1)=[O:4].[I-:14].[Na+]>CC(C)=O.C(OCC)(=O)C>[Br:12][C:11]1[C:6]([NH:5][C:3](=[O:4])[CH2:2][I:14])=[N:7][CH:8]=[C:9]([Br:13])[N:10]=1 |f:1.2|. Procedure: To a solution of 2-chloro-N-(3,5-dibromopyrazin-2-yl)acetamide (3.0 g, 9.11 mmol) in acetone (40 mL) was added sodium iodide (13.65 g, 91 mmol) dissolved in acetone (20 mL). Solution was allowed to stir at ambient temperature for 16 h. Solution was condensed under reduced pressure and diluted with ethyl acetate (500 mL) and washed consecutively with water (5×) to remove the blue color. Organics were dried over magnesium sulfate, filtered and solvent removed under reduced pressure to afford the c... Starting materials: ClC1=CC=C(C=C1)S(=O)(=O)N([C@@H](CCCNC(C)=O)C)C1=C(C=CC(=C1)Cl)Cl (4-chloro-N-[2,5-dichlorophenyl]-N-[(R)-1-methyl-4-(acetylamino)butyl]benzenesulfonamide), C1(=CC=CC=C1)S(=O)(=O)N (benzenesulfonamide), ClC(=O)OC (methyl chloroformate). The product is COC(=O)NCCC[C@@H](C)NS(=O)(=O)C1=CC=CC=C1 (N-[4-[[(methoxy)carbonyl]amino]-1(R)-methylbutyl]benzenesulfonamide). The yield is 96.0%. RXN SMILES: Cl[C:2]1[CH:7]=[CH:6][C:5]([S:8]([N:11](C2C=C(Cl)C=CC=2Cl)[C@H:12]([CH3:20])[CH2:13][CH2:14][CH2:15][NH:16][C:17](=[O:19])C)(=[O:10])=[O:9])=[CH:4][CH:3]=1.C1(S(N)(=O)=O)C=CC=CC=1.Cl[C:40](OC)=[O:41]>>[CH3:40][O:41][C:17]([NH:16][CH2:15][CH2:14][CH2:13][C@H:12]([NH:11][S:8]([C:5]1[CH:4]=[CH:3][CH:2]=[CH:7][CH:6]=1)(=[O:9])=[O:10])[CH3:20])=[O:19]. Reported procedure: 4-chloro-N-2,5-dichlorophenyl)-N-[4-[[(methoxy)carbonyl]amino]-1(R)-methylbutyl]benzenesulfonamide was prepared analogous to 4-chloro-N-[2,5-dichlorophenyl]-N-[(R)-1-methyl-4-(acetylamino)butyl]benzenesulfonamide by reacting 4-chloro-N-[2,5-dichlorophenyl]-N-[R]-1-methyl-4-aminobutyl]benzenesulfonamide with methyl chloroformate. Yield=96%; MS (ESI+), 479 (M+H)+.